Dataset: the Open Reaction Database (ORD), a public repository of structured organic reaction records. Task: describe an organic reaction: reactants, conditions, products, and yield The reactants are CCN(C(C)C)C(C)C, Clc1nc(Cl)c2c(n1)CCS2, CN1CC(N)CCC1=O, C1COCCO1. Product: CN1CC(Nc2nc(Cl)nc3c2SCC3)CCC1=O. Reaction SMILES: [CH:12]([N:13]([CH:14]([CH3:15])[CH3:16])[CH2:17][CH3:18])([CH3:19])[CH3:20].[Cl:1][c:2]1[n:3][c:4]([Cl:11])[c:5]2[c:6]([n:7]1)[CH2:8][CH2:9][S:10]2.[NH2:21][CH:22]1[CH2:23][CH2:24][C:25](=[O:29])[N:26]([CH3:28])[CH2:27]1.[O:30]1[CH2:31][CH2:32][O:33][CH2:34][CH2:35]1>>[Cl:1][c:2]1[n:3][c:4]([NH:21][CH:22]2[CH2:23][CH2:24][C:25](=[O:29])[N:26]([CH3:28])[CH2:27]2)[c:5]2[c:6]([n:7]1)[CH2:8][CH2:9][S:10]2. Reactants: C[O-], CO, Fc1ccc(-c2nccnc2Cl)cc1, [Na+], O. Product: COc1nccnc1-c1ccc(F)cc1. RXN SMILES: [CH3:15][O-:16].[CH3:18][OH:19].[Cl:1][c:2]1[n:3][cH:4][cH:5][n:6][c:7]1-[c:8]1[cH:9][cH:10][c:11]([F:14])[cH:12][cH:13]1.[Na+:17].[OH2:20]>>[c:2]1([O:16][CH3:15])[n:3][cH:4][cH:5][n:6][c:7]1-[c:8]1[cH:9][cH:10][c:11]([F:14])[cH:12][cH:13]1. The reactants are BrC(Br)(Br)Br, CN(C)C=O, COC(CCCO)OC, O, c1ccc(P(c2ccccc2)c2ccccc2)cc1. Product: COC(CCCBr)OC. RXN SMILES: [C:34]([Br:35])([Br:36])([Br:37])[Br:38].[CH3:10][N:11]([CH3:12])[CH:13]=[O:14].[CH3:1][O:2][CH:3]([CH2:4][CH2:5][CH2:6][OH:7])[O:8][CH3:9].[OH2:39].[c:15]1([P:16]([c:17]2[cH:18][cH:19][cH:20][cH:21][cH:22]2)[c:23]2[cH:24][cH:25][cH:26][cH:27][cH:28]2)[cH:29][cH:30][cH:31][cH:32][cH:33]1>>[CH3:1][O:2][CH:3]([CH2:4][CH2:5][CH2:6][Br:35])[O:8][CH3:9]. Starting materials: C1=CC=CC=2C(C3=C(CCC21)C=CC=C3)=CC3=CC=C(C=C3)N (4-(10,11-dihydro-dibenzo[a,d]cyclohepten-5-ylidenemethyl)-phenylamine), C(C1=CC=NC=C1)(=O)Cl (isonicotinoyl chloride). Yields the product C1=CC=CC=2C(C3=C(CCC21)C=CC=C3)=CC3=CC=C(C=C3)NC(C3=CC=NC=C3)=O (N-[4-(10,11-Dihydro-dibenzo[a,d]cyclohepten-5-ylidenemethyl)-phenyl]-isonicotinamide). Isolated yield 17.0%. RXN SMILES: [CH:1]1[C:11]2[CH2:10][CH2:9][C:8]3[CH:12]=[CH:13][CH:14]=[CH:15][C:7]=3[C:6](=[CH:16][C:17]3[CH:22]=[CH:21][C:20]([NH2:23])=[CH:19][CH:18]=3)[C:5]=2[CH:4]=[CH:3][CH:2]=1.[C:24](Cl)(=[O:31])[C:25]1[CH:30]=[CH:29][N:28]=[CH:27][CH:26]=1>>[CH:1]1[C:11]2[CH2:10][CH2:9][C:8]3[CH:12]=[CH:13][CH:14]=[CH:15][C:7]=3[C:6](=[CH:16][C:17]3[CH:22]=[CH:21][C:20]([NH:23][C:24](=[O:31])[C:25]4[CH:30]=[CH:29][N:28]=[CH:27][CH:26]=4)=[CH:19][CH:18]=3)[C:5]=2[CH:4]=[CH:3][CH:2]=1. Procedure: Following procedures essentially as described in Example 90, 4-(10,11-dihydro-dibenzo[a,d]cyclohepten-5-ylidenemethyl)-phenylamine and isonicotinoyl chloride give the title compound in 17% yield as a yellow solid, mp 252.1° C. 1H NMR (DMSO-d6) δ 2.94 (br s, 2H), 3.87 (br s, 2H), 6.82 (s, 1H), 6.90-7.62 (m, 12H), 7.83 (d, 2H), 8.79 (d, 2H), 10.47 (s, 1H); MS (ES) 403 (M+H), 401 (M−H). HPLC shows 93% purity. The reactants are CN(C=O)C (dimethylformamide), C(CCC)[Li] (n-Butyllithium), ClC=1C=C(C=CC1Cl)OC (3,4-Dichloroanisole). The solvent is CCCCCC (hexane), O1CCCC1 (tetrahydrofuran), ClCCl (dichloromethane). Reaction conditions: temperature -70 celsius, time 30 minute. The product is ClC1=C(C=O)C(=CC=C1Cl)OC (2,3-Dichloro-6-methoxybenzaldehyde). Isolated yield 69.1%. RXN SMILES: [Cl:1][C:2]1[CH:3]=[C:4]([O:9][CH3:10])[CH:5]=[CH:6][C:7]=1[Cl:8].C([Li])CCC.CN(C)[CH:18]=[O:19]>O1CCCC1.CCCCCC.ClCCl>[Cl:1][C:2]1[C:7]([Cl:8])=[CH:6][CH:5]=[C:4]([O:9][CH3:10])[C:3]=1[CH:18]=[O:19]. Procedure details: 3,4-Dichloroanisole (12.5 g, 70.6 mmol) was dissolved in tetrahydrofuran (130 ml) and cooled to −76° C. n-Butyllithium (31 ml of 2.5 molar in hexanes, 77.7 mmol) was added dropwise keeping the temperature below −70° C. The solution was stirred at −70° C. for 30 minutes, then dimethylformamide (6.0 ml, 77.7 mmol) was added dropwise. The mixture was allowed to warm up to room temperature and was then poured onto ice (500 ml) and extracted with diethyl ether. The ether extracts were washed with bri... Reactants: [N+](=O)([O-])C=C1SCCN1 (2-nitromethylenethiazolidine), C(C)#N (acetonitrile), Cl.Cl.ClCC=1N=C(SC1)CN(C)C (4-chloromethyl-2-dimethylaminomethylthiazole dihydrochloride), CN (methylamine). Run in O (water), O (water). Run at temperature 40 celsius. Yields the product CN/C(=C\[N+](=O)[O-])/NCCSCC1=CSC(=N1)CN(C)C (nizatidine). Yield: 70.6%. As a reaction SMILES: [N+:1]([CH:4]=[C:5]1[NH:9][CH2:8][CH2:7][S:6]1)([O-:3])=[O:2].[C:10](#[N:12])C.CN.Cl.Cl.Cl[CH2:18][C:19]1[N:20]=[C:21]([CH2:24][N:25]([CH3:27])[CH3:26])[S:22][CH:23]=1>O>[CH3:10][NH:12]/[C:5](/[NH:9][CH2:8][CH2:7][S:6][CH2:18][C:19]1[N:20]=[C:21]([CH2:24][N:25]([CH3:27])[CH3:26])[S:22][CH:23]=1)=[CH:4]\[N+:1]([O-:3])=[O:2] |f:3.4.5|. Reported procedure: A mixture of 2-nitromethylenethiazolidine (11.95 g) and acetonitrile (154 ml) was stirred and heated at 40° C. and then methylamine (31.7 ml of a 40% w/w aqueous solution) was added in one batch. A solution of 4-chloromethyl-2-dimethylaminomethylthiazole dihydrochloride (21.5 g) in water (21.5 ml) was added dropwise to the reaction mixture over 50 minutes. The mixture was then stirred for 2.5 hours and then the solvent was removed under reduced pressure to give an oil. The oil was dissolved in w... Reactants: ClC1=C(C(=NC2=NC=CC=C12)C1=CC(=CC(=C1)F)F)C (4-chloro-2-(3,5-difluorophenyl)-3-methyl-1,8-naphthyridine), O1CCN(CC1)C=1C=C2C(=NC1)C1(CN2)CCOCC1 (6′-morpholino-1′,2,2′,3,5,6-hexahydrospiro[pyran-4,3′-pyrrolo[3,2-b]pyridine]), CC(C)([O-])C.[Na+] (sodium tert-butoxide). Reagents/catalysts: CC(C)C1=CC(=C(C(=C1)C(C)C)C2=CC=CC=C2P(C3CCCCC3)C4CCCCC4)C(C)C.C1=CC=C([C-]=C1)CCN.Cl[Pd+] (XPhos precatalyst). Product: FC=1C=C(C=C(C1)F)C1=NC2=NC=CC=C2C(=C1C)N1CC2(C3=NC=C(C=C31)N3CCOCC3)CCOCC2 (1′-(2-(3,5-difluorophenyl)-3-methyl-1,8-naphthyridin-4-yl)-6′-(4-morpholinyl)-1′,2,2′,3,5,6-hexahydrospiro[pyran-4,3′-pyrrolo[3,2-b]pyridine]). Reaction SMILES: Cl[C:2]1[C:11]2[C:6](=[N:7][CH:8]=[CH:9][CH:10]=2)[N:5]=[C:4]([C:12]2[CH:17]=[C:16]([F:18])[CH:15]=[C:14]([F:19])[CH:13]=2)[C:3]=1[CH3:20].[O:21]1[CH2:26][CH2:25][N:24]([C:27]2[CH:28]=[C:29]3[NH:35][CH2:34][C:33]4([CH2:40][CH2:39][O:38][CH2:37][CH2:36]4)[C:30]3=[N:31][CH:32]=2)[CH2:23][CH2:22]1.CC(C)([O-])C.[Na+]>CC(C1C=C(C(C)C)C(C2C(P(C3CCCCC3)C3CCCCC3)=CC=CC=2)=C(C(C)C)C=1)C.C1C=[C-]C(CCN)=CC=1.Cl[Pd+]>[F:19][C:14]1[CH:13]=[C:12]([C:4]2[C:3]([CH3:20])=[C:2]([N:35]3[C:29]4[C:30](=[N:31][CH:32]=[C:27]([N:24]5[CH2:25][CH2:26][O:21][CH2:22][CH2:23]5)[CH:28]=4)[C:33]4([CH2:40][CH2:39][O:38][CH2:37][CH2:36]4)[CH2:34]3)[C:11]3[C:6](=[N:7][CH:8]=[CH:9][CH:10]=3)[N:5]=2)[CH:17]=[C:16]([F:18])[CH:15]=1 |f:2.3,4.5.6|. Procedure: Prepared according to procedure Y using 4-chloro-2-(3,5-difluorophenyl)-3-methyl-1,8-naphthyridine (60 mg, 0.206 mmol), 6′-morpholino-1′,2,2′,3,5,6-hexahydrospiro[pyran-4,3′-pyrrolo[3,2-b]pyridine] (56.8 mg, 0.206 mmol), sodium tert-butoxide (39.7 mg, 0.413 mmol) and XPhos precatalyst (15 mg, 0.021 mmol). Purification by reverse phase HPLC (10 to 60% acetonitrile in water) gave 1′-(2-(3,5-difluorophenyl)-3-methyl-1,8-naphthyridin-4-yl)-6′-(4-morpholinyl)-1′,2,2′,3,5,6-hexahydrospiro[pyran-4,3′-p... The reactants are NC(=O)N (urea), NC=1C(=C(C(=CC1)Cl)S(=O)(=O)N)O (3-amino-6-chloro-2-hydroxybenzenesulfonamide), COC1=C(C=CC=C1)N=C=O (2-methoxyphenylisocyanate). The product is ClC1=C(C(=C(C=C1)NC(=O)NC1=C(C=CC=C1)OC)O)S(=O)(=O)N (N-(4-chloro-2-hydroxy-3-aminosulfonylphenyl)-N′-(2-methoxyphenyl) urea). The yield is 34.4%. Reaction SMILES: NC(N)=O.[NH2:5][C:6]1[C:7]([OH:17])=[C:8]([S:13]([NH2:16])(=[O:15])=[O:14])[C:9]([Cl:12])=[CH:10][CH:11]=1.[CH3:18][O:19][C:20]1[CH:25]=[CH:24][CH:23]=[CH:22][C:21]=1[N:26]=[C:27]=[O:28]>>[Cl:12][C:9]1[CH:10]=[CH:11][C:6]([NH:5][C:27]([NH:26][C:21]2[CH:22]=[CH:23][CH:24]=[CH:25][C:20]=2[O:19][CH3:18])=[O:28])=[C:7]([OH:17])[C:8]=1[S:13]([NH2:16])(=[O:15])=[O:14]. Procedure details: Following the general procedure for urea formation outlined in example 12, 3-amino-6-chloro-2-hydroxybenzenesulfonamide (40 mg, 0.18 mmol) and 2-methoxyphenylisocyanate (33 mg, 0.22 mmol) ) were coupled to form the desired urea (23 mg, 34%). EI-MS (m/z) 370.3, 372.1(M).